From a dataset of the Open Reaction Database (ORD), a public repository of structured organic reaction records. describe an organic reaction: reactants, conditions, products, and yield Reactants: CCO, CN(C)C=O, Cc1ccc(OCc2nc(N)c3nccnc3n2)cc1, [Na+], [OH-]. Yields the product Cc1ccc(OCc2nc3nccnc3c(=O)[nH]2)cc1. RXN SMILES: [CH2:26]([OH:27])[CH3:28].[CH3:21][N:22]([CH3:23])[CH:25]=[O:24].[NH2:1][c:2]1[n:3][c:4]([CH2:12][O:13][c:14]2[cH:15][cH:16][c:17]([CH3:20])[cH:18][cH:19]2)[n:5][c:6]2[n:7][cH:8][cH:9][n:10][c:11]12.[Na+:30].[OH-:29]>>[c:2]1(=[O:24])[nH:3][c:4]([CH2:12][O:13][c:14]2[cH:15][cH:16][c:17]([CH3:20])[cH:18][cH:19]2)[n:5][c:6]2[n:7][cH:8][cH:9][n:10][c:11]12. The reactants are BrC1=C(C=C(C=C1)S(=O)(=O)Cl)Cl (4-BROMO-3-CHLOROBENZENESULFONYL CHLORIDE), NC=1SC=CN1 (2-AMINOTHIAZOLE), N1=CC=CC=C1 (Pyridine). Conditions: time 9 day. Yields the product BrC1=C(C=C(C=C1)S(=O)(=O)NC=1SC=CN1)Cl (4-bromo-3-chloro-N-(thiazol-2-yl)benzenesulfonamide). Isolated yield 63.4%. As a reaction SMILES: [Br:1][C:2]1[CH:7]=[CH:6][C:5]([S:8](Cl)(=[O:10])=[O:9])=[CH:4][C:3]=1[Cl:12].[NH2:13][C:14]1[S:15][CH:16]=[CH:17][N:18]=1.N1C=CC=CC=1>>[Br:1][C:2]1[CH:7]=[CH:6][C:5]([S:8]([NH:13][C:14]2[S:15][CH:16]=[CH:17][N:18]=2)(=[O:10])=[O:9])=[CH:4][C:3]=1[Cl:12]. Procedure: 4-BROMO-3-CHLOROBENZENESULFONYL CHLORIDE (10.0 g, 0.0345 mol) and 2-AMINOTHIAZOLE (3.80 g, 0.0379 mol) were mixed in Pyridine (40 mL, 0.5 mol). The reaction was allowed to stir at room temperature for 9 days. The reaction was concentrated in vacuo to a total volume of approximately 40 mL. The residue was triturated with acetonitrile and the solid collected by filtration. The filtrate was concentrated in vacuo and the residue triturated with 1N HCl. The solid was collected by filtration and rinse... Starting materials: O (water), resultant solution, [H-].[Al+3].[Li+].[H-].[H-].[H-] (lithium aluminum hydride), [H-].[Al+3].[Li+].[H-].[H-].[H-] (lithium aluminum hydride), C(C)OC(=O)CC=1C2=C(SC1)C(=CC=C2)C(=O)OC (methyl 3-ethoxycarbonylmethyl-benzo[b]thiophene-7-carboxylate), resultant solution, resultant solution, C(C)(=O)OCC (Ethyl acetate). The solvent is C1CCOC1 (THF), C1CCOC1 (THF). Reaction conditions: time 10 minute. Product: OCC1=CC=CC2=C1SC=C2CCO (2-(7-hydroxymethyl-benzo[b]thiophen-3-yl)-ethanol). The yield is 97.5%. Reaction SMILES: [H-].[Al+3].[Li+].[H-].[H-].[H-].C([O:9][C:10]([CH2:12][C:13]1[C:14]2[CH:21]=[CH:20][CH:19]=[C:18]([C:22](OC)=[O:23])[C:15]=2[S:16][CH:17]=1)=O)C.C(OCC)(=O)C.O>C1COCC1>[OH:23][CH2:22][C:18]1[C:15]2[S:16][CH:17]=[C:13]([CH2:12][CH2:10][OH:9])[C:14]=2[CH:21]=[CH:20][CH:19]=1 |f:0.1.2.3.4.5|. Procedure details: Under a nitrogen stream, to a solution (38 mL) of lithium aluminum hydride (0.74 g, 19.5 mmol) in THF was added a solution (30 mL) of methyl 3-ethoxycarbonylmethyl-benzo[b]thiophene-7-carboxylate (2.7 g, 9.7 mmol) in THF at 0° C., and the resultant solution was stirred for 10 minutes at the same temperature. To the solution was further added lithium aluminum hydride (0.74 g, 19.5 mmol) at 0° C., and the resultant solution was stirred for 10 minutes at the same temperature. Ethyl acetate was adde... Reactants: OC=1C=C(CO)C=CC1 (3-Hydroxybenzyl alcohol), ClCC1=NC2=CC=CC=C2C=N1 (2-chloromethylquinazoline), C(=O)([O-])[O-].[K+].[K+] (K2CO3). The reagents and catalysts are [Br-].C(CCC)[N+](CCCC)(CCCC)CCCC (tetra-n-butylammonium bromide). The solvent is CN(C)C=O (DMF). Run at time 5 day. The product is N1=C(N=CC2=CC=CC=C12)COC=1C=C(CO)C=CC1 (3-(2-quinazolinylmethoxy)benzyl alcohol), powder. The yield is 93.1%. RXN SMILES: Cl[CH2:2][C:3]1[N:12]=[CH:11][C:10]2[C:5](=[CH:6][CH:7]=[CH:8][CH:9]=2)[N:4]=1.C([O-])([O-])=O.[K+].[K+].[OH:19][C:20]1[CH:21]=[C:22]([CH:25]=[CH:26][CH:27]=1)[CH2:23][OH:24]>CN(C=O)C.[Br-].C([N+](CCCC)(CCCC)CCCC)CCC>[N:4]1[C:5]2[C:10](=[CH:9][CH:8]=[CH:7][CH:6]=2)[CH:11]=[N:12][C:3]=1[CH2:2][O:19][C:20]1[CH:21]=[C:22]([CH:25]=[CH:26][CH:27]=1)[CH2:23][OH:24] |f:1.2.3,6.7|. Reported procedure: To a solution of 5.00 g (28 mmol) of 2-chloromethylquinazoline in 50 ml of DMF, 4.26 g (31 mmol) of K2CO3 and 903 mg (2.8 mmol) of tetra-n-butylammonium bromide were added. 3-Hydroxybenzyl alcohol (3.48 g, 28 mmol) was added further, followed by stirring at room temperature for 5 days. The reaction mixture was concentrated under reduced pressure, followed by the addition of CHCl3 and water to extract the reaction product into the organic layer. The extract was dried over Na2SO4 and then concentr... Reactants: FC(C=1C=C(C=CC1)O)(F)F (3-Trifluoromethylphenol), O (water), [Na] (Sodium), C(C)(=O)C(CCCCCCC(=O)OCC)CCCC1CO1 (ethyl 8-acetyl-12,13-epoxytridecanoate). The solvent is C(C)O (ethanol), CCOCC (ether). Yields the product C(C)(=O)C(CCCCCCC(=O)OCC)CCCC(COC1=CC(=CC=C1)C(F)(F)F)O (Ethyl 8-Acetyl-12-hydroxy-13-(3-trifluoromethylphenoxy)tridecanoate). As a reaction SMILES: [Na].[F:2][C:3]([F:12])([F:11])[C:4]1[CH:5]=[C:6]([OH:10])[CH:7]=[CH:8][CH:9]=1.[C:13]([CH:16]([CH2:28][CH2:29][CH2:30][CH:31]1[O:33][CH2:32]1)[CH2:17][CH2:18][CH2:19][CH2:20][CH2:21][CH2:22][C:23]([O:25][CH2:26][CH3:27])=[O:24])(=[O:15])[CH3:14].O>C(O)C.CCOCC>[C:13]([CH:16]([CH2:28][CH2:29][CH2:30][CH:31]([OH:33])[CH2:32][O:10][C:6]1[CH:7]=[CH:8][CH:9]=[C:4]([C:3]([F:11])([F:12])[F:2])[CH:5]=1)[CH2:17][CH2:18][CH2:19][CH2:20][CH2:21][CH2:22][C:23]([O:25][CH2:26][CH3:27])=[O:24])(=[O:15])[CH3:14] |^1:0|. Procedure details: Sodium (1.15 g., 0.05 mole) is dissolved in ethanol (60 ml.). 3-Trifluoromethylphenol (14.6 g., 0.09 mole) is added and then ethyl 8-acetyl-12,13-epoxytridecanoate (13.0 g., 0.0435 mole). The resulting solution is heated under reflux for 1.5 hour. It is then cooled and poured into 300 ml. of water. The oily product is taken up in ether, washed with 100 ml. of 5% sodium hydroxide solution, water and brine and dried over sodium sulfate. The ether is evaporated in vacuo leaving 17.4 g. of the title... Starting materials: SCC(=O)OCC (ethyl 2-mercaptoacetate), C1(CCCCC1)N (cyclohexylamine). Run in C(C)O (ethanol). Reaction conditions: time 72 hour. Yields the product C1(CCCCC1)NC(CS)=O (N-cyclohexyl-2-mercaptoacetamide). As a reaction SMILES: [SH:1][CH2:2][C:3]([O:5]CC)=O.[CH:8]1([NH2:14])[CH2:13][CH2:12][CH2:11][CH2:10][CH2:9]1>C(O)C>[CH:8]1([NH:14][C:3](=[O:5])[CH2:2][SH:1])[CH2:13][CH2:12][CH2:11][CH2:10][CH2:9]1. Procedure details: A solution of ethyl 2-mercaptoacetate (12 g) and cyclohexylamine (29.7 g) in ethanol (50 ml) was allowed to stand at ambient temperature for 72 hours, and was then refluxed for 6 hours. The solvent was evaporated and the residue dissolved in ethyl acetate (200 ml). The solution was washed sequentially with 2M HCl (3×50 ml), water (2×50 ml) and brine (50 ml), and the solvent removed in vacuo. The crude product was purified by chromatography on silica (eluting with dichloromethane/methanol 99:1 v/... The reactants are N1=CC=CC=C1 (pyridine), Cl.Cl.N1(CCCCC1)CCNN=CNC1=CC=C(C(=O)O)C=C1 (4-[(2-piperidinoethyl)aminoiminomethylamino]benzoic acid.dihydrochloride), Cl.C(N)(=N)C=1C=C2C=CC(=C(C2=CC1)CC(N)=O)O (6-amidino-1-carbamoylmethyl-2-naphthol.hydrochloride), C1CCC(CC1)N=C=NC2CCCCC2 (DCC). Reagents/catalysts: CN(C)C=1C=CN=CC1 (DMAP). The solvent is C(C)C(=O)C.O.C(=O)O (methyl ethyl ketone water formic acid). Conditions: time 2 hour. Product: N1(CCCCC1)CCNN=CNC1=CC=C(C(=O)OC2=C(C3=CC=C(C=C3C=C2)C(N)=N)CC(N)=O)C=C1 (6-amidino-1-carbamoylmethyl-2-naphthyl 4-[(2-piperidinoethyl)aminoiminomethylamino]-benzoate). Yield: 48.8%. As a reaction SMILES: N1C=CC=CC=1.Cl.Cl.[N:9]1([CH2:15][CH2:16][NH:17][N:18]=[CH:19][NH:20][C:21]2[CH:29]=[CH:28][C:24]([C:25]([OH:27])=[O:26])=[CH:23][CH:22]=2)[CH2:14][CH2:13][CH2:12][CH2:11][CH2:10]1.Cl.[C:31]([C:34]1[CH:35]=[C:36]2[C:41](=[CH:42][CH:43]=1)[C:40]([CH2:44][C:45](=[O:47])[NH2:46])=[C:39](O)[CH:38]=[CH:37]2)(=[NH:33])[NH2:32].C1CCC(N=C=NC2CCCCC2)CC1>CN(C1C=CN=CC=1)C.C(C(C)=O)C.O.C(O)=O>[N:9]1([CH2:15][CH2:16][NH:17][N:18]=[CH:19][NH:20][C:21]2[CH:22]=[CH:23][C:24]([C:25]([O:27][C:39]3[CH:38]=[CH:37][C:36]4[C:41](=[CH:42][CH:43]=[C:34]([C:31](=[NH:32])[NH2:33])[CH:35]=4)[C:40]=3[CH2:44][C:45](=[O:47])[NH2:46])=[O:26])=[CH:28][CH:29]=2)[CH2:14][CH2:13][CH2:12][CH2:11][CH2:10]1 |f:1.2.3,4.5,8.9.10|. Procedure details: 30 Milliliters of 20% hydrous pyridine was added to 1.71 g of 4-[(2-piperidinoethyl)aminoiminomethylamino]benzoic acid.dihydrochloride, 1.2 g of 6-amidino-1-carbamoylmethyl-2-naphthol.hydrochloride, 1.06 g of DCC and 52.4 mg of DMAP, followed by stirring for 2 hours under cooling with ice and then 4 days at room temperature. The precipitate was filtered and the filtrate was concentrated under reduced pressure. To the residue was added 15 ml of DMF, and the solution was added dropwise to a mixed ... The reactants are O=C(CSC1=[N+](C=CC=C1)[O-])C1=C(C=CC(=C1)C)C (2-(2-oxo-2-[2,5-dimethylphenyl]ethylthio)pyridine N-oxide), C1=CC(=CC(=C1)Cl)C(=O)OO (MCPBA). Run in C(Cl)(Cl)Cl (chloroform), C(Cl)(Cl)Cl (chloroform). The product is O=C(CS(=O)C1=[N+](C=CC=C1)[O-])C1=C(C=CC(=C1)C)C (2-(2-Oxo-2-[2,5-dimethylphenyl]ethylsulfinyl)pyridine N-oxide). RXN SMILES: [O:1]=[C:2]([C:12]1[CH:17]=[C:16]([CH3:18])[CH:15]=[CH:14][C:13]=1[CH3:19])[CH2:3][S:4][C:5]1[CH:10]=[CH:9][CH:8]=[CH:7][N+:6]=1[O-:11].C1C=C(Cl)C=C(C(OO)=[O:28])C=1>C(Cl)(Cl)Cl>[O:1]=[C:2]([C:12]1[CH:17]=[C:16]([CH3:18])[CH:15]=[CH:14][C:13]=1[CH3:19])[CH2:3][S:4]([C:5]1[CH:10]=[CH:9][CH:8]=[CH:7][N+:6]=1[O-:11])=[O:28]. Procedure: The procedure employed is identical to that of Example 68 using 8.2 gm (0.03 mol) 2-(2-oxo-2-[2,5-dimethylphenyl]ethylthio)pyridine N-oxide in 50 ml chloroform with 6 gm (0.03 mol) MCPBA (85%) in 100 ml chloroform. Reactants: C(CCC)OC1=CC=C(C(=O)Cl)C=C1 (4-butoxy-benzoyl chloride), NC1=CC=C(C=C1)C(CCC(=O)OC)=O (4-(4-amino-phenyl)-4-oxo-butyric acid, methyl ester). The product is C(CCC)OC1=CC=C(C(=O)NC2=CC=C(C=C2)C(CCC(=O)O)=O)C=C1 (4-[4-(4-butoxy-benzoylamino)-phenyl]-4-oxo-butyric acid). Yield: 55.2%. RXN SMILES: [CH2:1]([O:5][C:6]1[CH:14]=[CH:13][C:9]([C:10](Cl)=[O:11])=[CH:8][CH:7]=1)[CH2:2][CH2:3][CH3:4].[NH2:15][C:16]1[CH:21]=[CH:20][C:19]([C:22](=[O:29])[CH2:23][CH2:24][C:25]([O:27]C)=[O:26])=[CH:18][CH:17]=1>>[CH2:1]([O:5][C:6]1[CH:14]=[CH:13][C:9]([C:10]([NH:15][C:16]2[CH:17]=[CH:18][C:19]([C:22](=[O:29])[CH2:23][CH2:24][C:25]([OH:27])=[O:26])=[CH:20][CH:21]=2)=[O:11])=[CH:8][CH:7]=1)[CH2:2][CH2:3][CH3:4]. Procedure details: In a manner similar to that described in Example 3, 4-butoxy-benzoyl chloride (0.073 g, 0.00034 mol) was allowed to react with 4-(4-amino-phenyl)-4-oxo-butyric acid, methyl ester (0.052 g, 0.00025 mol), and the resulting intermediate was hydrolyzed to give 0.051 g of 4-[4-(4-butoxy-benzoylamino)-phenyl]-4-oxo-butyric acid as an off-white solid; MS-(AP+) MH+370.